This data is from the Open Reaction Database (ORD), a public repository of structured organic reaction records. The task is: describe an organic reaction: reactants, conditions, products, and yield Reactants: ClN1C(CCC1=O)=O (N-chlorosuccinimide), CN1CCOC=2C(=C3C=CN(C3=CC2)S(=O)(=O)C2=CC=CC=C2)C1 (2-methyl-8-(phenylsulfonyl)-1,3,4,8-tetrahydro-2H-[1,4]oxazepino[6,7-e]indole), ClN1C(CCC1=O)=O (NCS). The solvent is C1CCOC1 (THF). Run at temperature 50 celsius. Product: ClC1=CN(C2=CC=C3C(=C12)CN(CCO3)C)S(=O)(=O)C3=CC=CC=C3 (10-Chloro-2-methyl-8-(phenylsulfonyl)-1,3,4,8-tetrahydro-2H-[1,4]oxazepino[6,7-e]indole). Reaction SMILES: [Cl:1]N1C(=O)CCC1=O.[CH3:9][N:10]1[CH2:32][C:15]2=[C:16]3[C:20](=[CH:21][CH:22]=[C:14]2[O:13][CH2:12][CH2:11]1)[N:19]([S:23]([C:26]1[CH:31]=[CH:30][CH:29]=[CH:28][CH:27]=1)(=[O:25])=[O:24])[CH:18]=[CH:17]3>C1COCC1>[Cl:1][C:17]1[C:16]2[C:20](=[CH:21][CH:22]=[C:14]3[O:13][CH2:12][CH2:11][N:10]([CH3:9])[CH2:32][C:15]3=2)[N:19]([S:23]([C:26]2[CH:31]=[CH:30][CH:29]=[CH:28][CH:27]=2)(=[O:25])=[O:24])[CH:18]=1. Procedure details: N-chlorosuccinimide (NCS) (29 mg, 0.21 mmol) was added to a solution of 2-methyl-8-(phenylsulfonyl)-1,3,4,8-tetrahydro-2H-[1,4]oxazepino[6,7-e]indole Example 5, 0.050 g, 0.15 mmol) in THF (2 mL) and the reaction mixture was heated at 50° C. overnight. Additional NCS (0.030 g, 0.22 mmol) was added and the mixture was heated for 4 days at 50° C. The mixture was evaporated and the crude material was purified by flash chromatography on silica gel using MeOH:DCM:NEt3 (2:97:1) to give 7.3 mg of a whit... The reactants are C1CCOC1, CCC(C)(c1nc(C)c(C(=O)OC)c(=O)n1Cc1ccccc1)N(CCCNC(=O)OC(C)(C)C)C(=O)c1ccc(C)cc1, CO, [K+], [OH-]. Product: CCC(C)(c1nc(C)c(C(=O)O)c(=O)n1Cc1ccccc1)N(CCCNC(=O)OC(C)(C)C)C(=O)c1ccc(C)cc1. Reaction SMILES: [CH2:49]1[O:50][CH2:51][CH2:52][CH2:53]1.[CH3:1][O:2][C:3](=[O:4])[c:5]1[c:6]([CH3:44])[n:7][c:8]([C:19]([CH2:20][CH3:21])([CH3:22])[N:23]([C:24](=[O:25])[c:26]2[cH:27][cH:28][c:29]([CH3:32])[cH:30][cH:31]2)[CH2:33][CH2:34][CH2:35][NH:36][C:37](=[O:38])[O:39][C:40]([CH3:41])([CH3:42])[CH3:43])[n:9]([CH2:12][c:13]2[cH:14][cH:15][cH:16][cH:17][cH:18]2)[c:10]1=[O:11].[CH3:45][OH:46].[K+:48].[OH-:47]>>[O:2]=[C:3]([OH:4])[c:5]1[c:6]([CH3:44])[n:7][c:8]([C:19]([CH2:20][CH3:21])([CH3:22])[N:23]([C:24](=[O:25])[c:26]2[cH:27][cH:28][c:29]([CH3:32])[cH:30][cH:31]2)[CH2:33][CH2:34][CH2:35][NH:36][C:37](=[O:38])[O:39][C:40]([CH3:41])([CH3:42])[CH3:43])[n:9]([CH2:12][c:13]2[cH:14][cH:15][cH:16][cH:17][cH:18]2)[c:10]1=[O:11]. The reactants are NC1=CC=C2CCC(C2=C1Br)=O (6-amino-7-bromoindanone), [BH4-].[Na+] (sodium borohydride), O (water). The solvent is O1CCCC1 (tetrahydrofuran). Run at time 2 hour. Yields the product NC1=CC=C2CCC(C2=C1Br)O (6-amino-7-bromoindan-1-ol). As a reaction SMILES: [NH2:1][C:2]1[C:10]([Br:11])=[C:9]2[C:5]([CH2:6][CH2:7][C:8]2=[O:12])=[CH:4][CH:3]=1.[BH4-].[Na+].O>O1CCCC1>[NH2:1][C:2]1[C:10]([Br:11])=[C:9]2[C:5]([CH2:6][CH2:7][CH:8]2[OH:12])=[CH:4][CH:3]=1 |f:1.2|. Procedure details: A solution of 6-amino-7-bromoindanone (2.4 g, 10.6 mmol) in tetrahydrofuran (150 ml) is treated with sodium borohydride (360 mg, 10.6 mmol) in portions, stirred for two hours, and treated dropwise with water. Tetrahydrofuran is evaporated and the residue is dissolved in ethyl acetate and washed with water. The separated organic layer is dried over sodium sulfate, filtered, and evaporated to give 6-amino-7-bromoindan-1-ol; GC/MS: 228/230 (M+1)+. Reactants: CC#N, O=[Mn]=O, Cc1cc(CO)cc(C(=O)O)c1. Yields the product Cc1cc(C=O)cc(C(=O)O)c1. RXN SMILES: [CH3:13][C:14]#[N:15].[O:16]=[Mn:17]=[O:18].[OH:1][CH2:2][c:3]1[cH:4][c:5]([C:6](=[O:7])[OH:8])[cH:9][c:10]([CH3:12])[cH:11]1>>[O:1]=[CH:2][c:3]1[cH:4][c:5]([C:6](=[O:7])[OH:8])[cH:9][c:10]([CH3:12])[cH:11]1. Reactants: BrC1=C(C(C2=CC=CC=C2)O)C=C(C=C1)Cl (2-bromo-5-chlorobenzhydrol), BrC1=C(C(C2=CC=CC=C2)O)C=C2C(=C1)OCO2 (2-bromo-4,5-methylenedioxybenzhydrol), [BH4-].[Na+] (sodium borohydride), BrC1=C(C(C2=CC=CC=C2)O)C=C(C(=C1)OC)OC (2-bromo-4,5dimethoxybenzhydrol). Product: C1(=CC=CC=C1)OC (anisole), BrC1=C(C(=O)Cl)C=CC=C1 (2-bromobenzoyl chloride), BrC1=C(C(=O)C2=CC=C(C=C2)OC)C=CC=C1 (2-bromo-4'-methoxybenzophenone). Reaction SMILES: [BH4-].[Na+].[Br:3][C:4]1[CH:17]=[CH:16][C:15]([Cl:18])=[CH:14][C:5]=1[CH:6]([OH:13])[C:7]1[CH:12]=[CH:11][CH:10]=[CH:9][CH:8]=1.Br[C:20]1[CH:33]=[C:32]2[O:34][CH2:35]O[C:31]2=[CH:30][C:21]=1[CH:22]([OH:29])C1C=CC=CC=1.[Br:37][C:38]1[CH:51]=[C:50](OC)[C:49](OC)=[CH:48][C:39]=1[CH:40]([OH:47])C1C=CC=CC=1>>[C:32]1([O:34][CH3:35])[CH:33]=[CH:20][CH:21]=[CH:30][CH:31]=1.[Br:37][C:38]1[CH:51]=[CH:50][CH:49]=[CH:48][C:39]=1[C:40]([Cl:18])=[O:47].[Br:3][C:4]1[CH:17]=[CH:16][CH:15]=[CH:14][C:5]=1[C:6]([C:7]1[CH:12]=[CH:11][C:10]([O:29][CH3:22])=[CH:9][CH:8]=1)=[O:13] |f:0.1|. Procedure details: Friedel-Crafts acylation of m-bromoanisole with benzoyl chloride and p-fluorobenzoyl chloride provides 2-bromo-4-methoxybenzophenone, m.p. 83°-84°, and 2-bromo-4'-fluoro-4-methoxybenzophenone, m.p. 79°-81°, respectively, which are reduced with sodium borohydride to 2-bromo-4-methoxybenzhydrol, b.p. 160° (0.05 mm.), and 2-bromo-4'-fluoro-4-methoxybenzhydrol, a liquid. Acylation of benzene with 2-bromo-5-chlorobenzoyl chloride, 2-bromo-4,5-methylene dioxybenzoyl chloride, and 2-bromo-4,5-dimethoxy... Reactants: 2-L, C(=O)([O-])[O-].[Cs+].[Cs+] (Cs2CO3), ClC1=NC=C(C(=O)OCC)C=C1 (ethyl 6-chloronicotinate), FC1=CC=C(C=C1)O (4-fluorophenol). Run in CN(C)C=O (DMF). Run at temperature 24 celsius, time 7.5 minute. The product is FC1=CC=C(OC2=NC=C(C(=O)OCC)C=C2)C=C1 (Ethyl 6-(4-fluorophenoxy)nicotinate). The yield is 98.0%. As a reaction SMILES: Cl[C:2]1[CH:12]=[CH:11][C:5]([C:6]([O:8][CH2:9][CH3:10])=[O:7])=[CH:4][N:3]=1.[F:13][C:14]1[CH:19]=[CH:18][C:17]([OH:20])=[CH:16][CH:15]=1.C([O-])([O-])=O.[Cs+].[Cs+]>CN(C=O)C>[F:13][C:14]1[CH:19]=[CH:18][C:17]([O:20][C:2]2[CH:12]=[CH:11][C:5]([C:6]([O:8][CH2:9][CH3:10])=[O:7])=[CH:4][N:3]=2)=[CH:16][CH:15]=1 |f:2.3.4|. Procedure: To a 2-L, 3-necked, round-bottomed flask equipped with a mechanical stirrer, a thermo couple, and a condenser was added DMF (194 mL), ethyl 6-chloronicotinate (100.00 g, 0.522 mol), and 4-fluorophenol (65.09 g, 0.575 mol). A brown solution formed after stirring for 5-10 min. To the solution was then added Cs2CO3 (189.19 g, 0.575 mol) in one portion. The reaction temperature increased from 20° C. to 30° C. over 10 min without external heating and then started cooling down. The resulting suspensio... Starting materials: CN1CCN(c2cccc(N)c2)CC1, O=Cc1cnn2ccc(Cl)nc12, ClCCl, C1COCCO1, O. The product is CN1CCN(c2cccc(Nc3ccn4ncc(C=O)c4n3)c2)CC1. As a reaction SMILES: [CH3:13][N:14]1[CH2:15][CH2:16][N:17]([c:20]2[cH:21][c:22]([NH2:23])[cH:24][cH:25][cH:26]2)[CH2:18][CH2:19]1.[Cl:1][c:2]1[n:3][c:4]2[n:5]([cH:6][cH:7]1)[n:8][cH:9][c:10]2[CH:11]=[O:12].[Cl:27][CH2:28][Cl:29].[O:31]1[CH2:32][CH2:33][O:34][CH2:35][CH2:36]1.[OH2:30]>>[c:2]1([NH:23][c:22]2[cH:21][c:20]([N:17]3[CH2:16][CH2:15][N:14]([CH3:13])[CH2:19][CH2:18]3)[cH:26][cH:25][cH:24]2)[n:3][c:4]2[n:5]([cH:6][cH:7]1)[n:8][cH:9][c:10]2[CH:11]=[O:12]. Starting materials: ClC=1C(=NC(=C(C1F)F)F)F (3-chlorotetrafluoropyridine), [OH-].[NH4+] (ammonium hydroxide). Run at time 5 hour. The product is NC1=C(C(=NC(=C1F)F)F)Cl (4-Amino-3-chloro-2,5,6-trifluoropyridine). Reaction SMILES: [Cl:1][C:2]1[C:3]([F:11])=[N:4][C:5]([F:10])=[C:6]([F:9])[C:7]=1F.[OH-].[NH4+:13]>>[NH2:13][C:7]1[C:6]([F:9])=[C:5]([F:10])[N:4]=[C:3]([F:11])[C:2]=1[Cl:1] |f:1.2|. Procedure details: This compound was prepared by a modification of the procedure of Chambers et al., J. Chem. Soc. 1964, 5634-5640. A mixture of 3-chloro-2,4,5,6-tetrafluoropyridine (1, 37.4 g, 201 mmol) and 150 mL of 28% ammonium hydroxide was stirred at room temperature for 5 h. The resulting white crystals were collected and carefully washed with ice water to give 2 as a white solid (35 g). The combined filtrate and washings were extracted with ether. The ether extract was dried (MgSO4), filtered and evaporated... Reactants: F[B-](F)(F)F, CC(C)(C)[PH+](C(C)(C)C)C(C)(C)C, CC(C)(C)[O-], Cc1ccccc1, CC(C)(C)OC(=O)c1cccc(I)c1, NCCc1cccnc1, [Na+]. Product: CC(C)(C)OC(=O)c1cccc(NCCc2cccnc2)c1. Reaction SMILES: [B-:30]([F:31])([F:32])([F:33])[F:34].[C:35]([PH+:36]([C:37]([CH3:38])([CH3:39])[CH3:40])[C:41]([CH3:42])([CH3:43])[CH3:44])([CH3:45])([CH3:46])[CH3:47].[CH3:24][C:25]([CH3:26])([O-:27])[CH3:28].[CH3:48][c:49]1[cH:50][cH:51][cH:52][cH:53][cH:54]1.[I:10][c:11]1[cH:12][c:13]([C:14](=[O:15])[O:16][C:17]([CH3:18])([CH3:19])[CH3:20])[cH:21][cH:22][cH:23]1.[NH2:1][CH2:2][CH2:3][c:4]1[cH:5][n:6][cH:7][cH:8][cH:9]1.[Na+:29]>>[NH:1]([CH2:2][CH2:3][c:4]1[cH:5][n:6][cH:7][cH:8][cH:9]1)[c:11]1[cH:12][c:13]([C:14](=[O:15])[O:16][C:17]([CH3:18])([CH3:19])[CH3:20])[cH:21][cH:22][cH:23]1. Reactants: OCc1cc(F)c(Cl)nc1Cl, O=C(O)c1ncccc1I. The product is OCc1ncccc1I. As a reaction SMILES: [Cl:11][c:12]1[c:13]([CH2:14][OH:15])[cH:16][c:17]([F:18])[c:19]([Cl:20])[n:21]1.[I:1][c:2]1[c:3]([C:8](=[O:9])[OH:10])[n:4][cH:5][cH:6][cH:7]1>>[I:1][c:2]1[c:3]([CH2:8][OH:9])[n:4][cH:5][cH:6][cH:7]1.